From a dataset of the Open Reaction Database (ORD), a public repository of structured organic reaction records. describe an organic reaction: reactants, conditions, products, and yield Starting materials: NCC(C)S (1-amino-2-propanethiol), C(=O)(O)[O-].[Na+] (NaHCO3), ClC(=O)OCC1=CC=C(C=C1)[N+](=O)[O-] (p-nitrobenzyl chloroformate), ice. The solvent is CCOCC (Et2O), O (H2O), CCOCC (Et2O). The product is [N+](=O)([O-])C1=CC=C(COC(=O)NCC(C)S)C=C1 (N-(p-nitrobenzyloxycarbonyl)-1-amino-2-propanethiol). Isolated yield 93.9%. Reaction SMILES: Cl[C:2]([O:4][CH2:5][C:6]1[CH:11]=[CH:10][C:9]([N+:12]([O-:14])=[O:13])=[CH:8][CH:7]=1)=[O:3].[NH2:15][CH2:16][CH:17]([SH:19])[CH3:18].C([O-])(O)=O.[Na+]>CCOCC.O>[N+:12]([C:9]1[CH:10]=[CH:11][C:6]([CH2:5][O:4][C:2]([NH:15][CH2:16][CH:17]([SH:19])[CH3:18])=[O:3])=[CH:7][CH:8]=1)([O-:14])=[O:13] |f:2.3|. Procedure: A solution of p-nitrobenzyl chloroformate (0.95 g, 4.41 mmol) in Et2O (30 ml) was added dropwise over 45 min. to an ice-cold, stirring mixture of 1-amino-2-propanethiol (0.504 g, 3.94 mmol) in Et2O (100 ml), H2O (11 ml), and 10% aqueous NaHCO3 (10 ml). The resulting mixture was stirred an additional 80 min. at 0°-5°, and then separated into two phases. The organic portion was washed with cold 0.025N HCl (30 ml) and brine (20 ml), dried with MgSO4, filtered, and concentrated under vacuum to a yel... The reactants are CCO, O=[N+]([O-])c1ccc(Oc2cncc(Cl)c2)cc1, Cl[Sn]Cl. Yields the product Nc1ccc(Oc2cncc(Cl)c2)cc1. Reaction SMILES: [CH3:21][CH2:22][OH:23].[N+:1]([O-:2])(=[O:3])[c:4]1[cH:5][cH:6][c:7]([O:8][c:9]2[cH:10][c:11]([Cl:15])[cH:12][n:13][cH:14]2)[cH:16][cH:17]1.[Sn:18]([Cl:19])[Cl:20]>>[NH2:1][c:4]1[cH:5][cH:6][c:7]([O:8][c:9]2[cH:10][c:11]([Cl:15])[cH:12][n:13][cH:14]2)[cH:16][cH:17]1. Starting materials: COC(CCCCCNC=1C2=C(N=CN1)OC(=C2C2=CC=C(C=C2)OC)Br)=O (6-{[6-bromo-5-(4-methoxyphenyl)furo[2,3-d]pyrimidin-4-yl]amino}hexanoic acid methyl ester), FC1=C(C(=CC=C1)OC)B(O)O ((2-fluoro-6-methoxyphenyl)boronic acid), C([O-])([O-])=O.[Na+].[Na+] (sodium carbonate), 1,1′-bis(diphenylphosphano)ferrocene palladium(II) chloride. Run in COCCOC (1,2-dimethoxyethane). Conditions: temperature 80 celsius, time 15 hour. The product is COC(CCCCCNC=1C2=C(N=CN1)OC(=C2C2=CC=C(C=C2)OC)C2=C(C=CC=C2OC)F)=O (6-{[6-(2-Fluoro-6-methoxyphenyl)-5-(4-methoxyphenyl)furo[2,3-d]pyrimidin-4-yl]amino}hexanoic acid methyl ester). Reaction SMILES: [CH3:1][O:2][C:3](=[O:28])[CH2:4][CH2:5][CH2:6][CH2:7][CH2:8][NH:9][C:10]1[C:11]2[C:18]([C:19]3[CH:24]=[CH:23][C:22]([O:25][CH3:26])=[CH:21][CH:20]=3)=[C:17](Br)[O:16][C:12]=2[N:13]=[CH:14][N:15]=1.[F:29][C:30]1[CH:35]=[CH:34][CH:33]=[C:32]([O:36][CH3:37])[C:31]=1B(O)O.C(=O)([O-])[O-].[Na+].[Na+]>COCCOC>[CH3:1][O:2][C:3](=[O:28])[CH2:4][CH2:5][CH2:6][CH2:7][CH2:8][NH:9][C:10]1[C:11]2[C:18]([C:19]3[CH:24]=[CH:23][C:22]([O:25][CH3:26])=[CH:21][CH:20]=3)=[C:17]([C:31]3[C:32]([O:36][CH3:37])=[CH:33][CH:34]=[CH:35][C:30]=3[F:29])[O:16][C:12]=2[N:13]=[CH:14][N:15]=1 |f:2.3.4|. Procedure: Dissolve 150 mg (0.34 mmol) 6-{[6-bromo-5-(4-methoxyphenyl)furo[2,3-d]pyrimidin-4-yl]amino}hexanoic acid methyl ester and 142 mg (0.84 mmol) (2-fluoro-6-methoxyphenyl)boronic acid in 2.0 ml 1,2-dimethoxyethane and add 0.34 ml of 2 M aqueous sodium carbonate solution and 24 mg (0.03 mmol) 1,1′-bis(diphenylphosphano)ferrocene palladium(II) chloride. Next, stir for 15 h at 80° C. Purify the reaction mixture directly by preparative RP-HPLC (gradient: water/acetonitrile). 56 mg (34% of theor.) of the... Reactants: S1C(=NC=C1)CO (thiazol-2-ylmethanol), N1C=NC=C1 (imidazole), [Si](C)(C)(C(C)(C)C)Cl (tert-butyldimethylsilyl chloride). Isolated yield 100.9%. Product: [Si](C)(C)(C(C)(C)C)OCC=1SC=CN1 (2-(tert-Butyldimethylsilanyloxymethyl)thiazole). Reported procedure: To a room temperature solution of thiazol-2-ylmethanol (1.00 g, 8.684 mmol) in CH2Cl2 was added imidazole (1.18 g, 17.4 mmol) followed by tert-butyldimethylsilyl chloride (1.70 g, 11.3 mmol). After 30 minutes, the mixture was quenched with 2 mL of MeOH and passed through a pad of silica gel eluting with CH2Cl2 (700 mL) and concentrated in vacuo to afford 2.01 g (100%) of the title compound. Run at time 30 minute. As a reaction SMILES: [S:1]1[CH:5]=[CH:4][N:3]=[C:2]1[CH2:6][OH:7].N1C=CN=C1.[Si:13](Cl)([C:16]([CH3:19])([CH3:18])[CH3:17])([CH3:15])[CH3:14]>C(Cl)Cl>[Si:13]([O:7][CH2:6][C:2]1[S:1][CH:5]=[CH:4][N:3]=1)([C:16]([CH3:19])([CH3:18])[CH3:17])([CH3:15])[CH3:14]. Solvent: C(Cl)Cl (CH2Cl2). Reactants: C(c1cccc2c1OC(O2)(F)F)=O, CC1=CN=C(C=C1)N, [C-]#[N+]C1CCCCC1. The reagents and catalysts are O=C(O)C(F)(F)F (trifluoroacetic acid). Run in CC(C)O (isopropyl alcohol), CC(C)O (isopropylalcohol). Yield: 22.2%. Product: Cc1ccc2nc(c3cccc4c3OC(O4)(F)F)c(NC3CCCCC3)n2c1. RXN SMILES: CC1=CC=C(N)N=C1.[C-]#[N+]C1CCCCC1.FC1(F)OC2=CC=CC(C=O)=C2O1>>CC1=CN2C(C=C1)=NC(=C2NC1CCCCC1)C1=CC=CC2=C1OC(F)(F)O2. Reaction conditions: temperature 22 celsius, time 20 hour.